This data is from the Open Reaction Database (ORD), a public repository of structured organic reaction records. The task is: describe an organic reaction: reactants, conditions, products, and yield The reactants are Cl (HCl), NC1=C(C=CC=C1)CCCC1=C(C(=O)OC)C=CC=C1 (Methyl 2-[3-(2-aminophenyl)propyl]benzoate), CC1=CC=C(C=C1)S(=O)(=O)Cl (4-methylphenylsulfonyl chloride), C(=O)(O)[O-].[Na+] (NaHCO3). The solvent is C(C)#N (acetonitrile). Reaction conditions: temperature 20 celsius, time 20 hour. Product: CC1=CC=C(C=C1)S(=O)(=O)NC1=C(C=CC=C1)CCCC1=C(C(=O)OC)C=CC=C1 (Methyl 2-[3-{2-[(4-methylphenyl)sulfonylamino]phenyl}propyl]benzoate). Isolated yield 26.7%. As a reaction SMILES: [NH2:1][C:2]1[CH:7]=[CH:6][CH:5]=[CH:4][C:3]=1[CH2:8][CH2:9][CH2:10][C:11]1[CH:20]=[CH:19][CH:18]=[CH:17][C:12]=1[C:13]([O:15][CH3:16])=[O:14].[CH3:21][C:22]1[CH:27]=[CH:26][C:25]([S:28](Cl)(=[O:30])=[O:29])=[CH:24][CH:23]=1.C([O-])(O)=O.[Na+].Cl>C(#N)C>[CH3:21][C:22]1[CH:27]=[CH:26][C:25]([S:28]([NH:1][C:2]2[CH:7]=[CH:6][CH:5]=[CH:4][C:3]=2[CH2:8][CH2:9][CH2:10][C:11]2[CH:20]=[CH:19][CH:18]=[CH:17][C:12]=2[C:13]([O:15][CH3:16])=[O:14])(=[O:30])=[O:29])=[CH:24][CH:23]=1 |f:2.3|. Procedure details: 1 g of methyl 2-[3-(2-aminophenyl)propyl]benzoate obtained in Example 5 (3.7 mM), 0.71 g of 4-methylphenylsulfonyl chloride (3.7 mM) and 34 mg of NaHCO3 (4.1 mM) are added to 15 ml of acetonitrile in a 50 ml reactor. The reaction medium is stirred at 20° C. for 20 hours. 5 ml of 1M HCl are then added and the mixture is extracted with ethyl acetate. The organic phase is separated out after settling of the phases, washed and then dried over Na2SO4. After evaporation under vacuum, an oil is obtaine... Starting materials: CN(C)C1=CC=C(NC=2NC(C(=CN2)C(=O)OCC)=O)C=C1 (Ethyl 1,6-dihydro-2-[4-(N,N-dimethylamino)anilino]-6-oxo-5-pyrimidinecarboxylate), [OH-].[Na+] (sodium hydroxide), O (water). Run in C(C)(=O)O (acetic acid). Conditions: time 1 hour. Product: CN(C)C1=CC=C(NC=2NC(C(=CN2)C(=O)O)=O)C=C1 (1,6-dihydro-2-[4-(N,N-dimethylamino)anilino]-6-oxo-5-pyrimidinecarboxylic acid). Isolated yield 73.5%. RXN SMILES: [CH3:1][N:2]([C:4]1[CH:22]=[CH:21][C:7]([NH:8][C:9]2[NH:10][C:11](=[O:20])[C:12]([C:15]([O:17]CC)=[O:16])=[CH:13][N:14]=2)=[CH:6][CH:5]=1)[CH3:3].[OH-].[Na+].O>C(O)(=O)C>[CH3:3][N:2]([C:4]1[CH:22]=[CH:21][C:7]([NH:8][C:9]2[NH:10][C:11](=[O:20])[C:12]([C:15]([OH:17])=[O:16])=[CH:13][N:14]=2)=[CH:6][CH:5]=1)[CH3:1] |f:1.2|. Procedure details: Ethyl 1,6-dihydro-2-[4-(N,N-dimethylamino)anilino]-6-oxo-5-pyrimidinecarboxylate (7.5 g) and sodium hydroxide (3.0 g) are added to water (150 ml), and the mixture is refluxed with stirring for 1 hour. After cooling, the reaction mixture is acidified with acetic acid, and the resulting solid is collected by filtration and recrystallized from DMF. The precipitate is collected by filtration and added to water (50 ml), and the mixture is refluxed with stirring for 1 hour. After cooling, the resultin... Reactants: C(C)(=O)C1=C(C(=C(OCCCOC=2C=C(C(=CC2Cl)C)[N+](=O)[O-])C=C1)CCC(F)(F)F)O (3-[3-(4-acetyl-3-hydroxy-2-(3,3,3-trifluoropropyl)-phenoxy)-propoxy]-4-chloro-6-methyl-nitrobenzene). Reagents/catalysts: [Ni] (Raney nickel). Solvent: O1CCCC1 (tetrahydrofuran). Yields the product C(C)(=O)C1=C(C(=C(OCCCOC=2C=C(N)C(=CC2Cl)C)C=C1)CCC(F)(F)F)O (3-{3-[4-Acetyl-3-hydroxy-2-(3,3,3-trifluoropropyl)-phenoxy]-propoxy}-4-chloro-6-methyl-aniline). RXN SMILES: [C:1]([C:4]1[CH:25]=[CH:24][C:7]([O:8][CH2:9][CH2:10][CH2:11][O:12][C:13]2[CH:14]=[C:15]([N+:21]([O-])=O)[C:16]([CH3:20])=[CH:17][C:18]=2[Cl:19])=[C:6]([CH2:26][CH2:27][C:28]([F:31])([F:30])[F:29])[C:5]=1[OH:32])(=[O:3])[CH3:2]>[Ni].O1CCCC1>[C:1]([C:4]1[CH:25]=[CH:24][C:7]([O:8][CH2:9][CH2:10][CH2:11][O:12][C:13]2[CH:14]=[C:15]([C:16]([CH3:20])=[CH:17][C:18]=2[Cl:19])[NH2:21])=[C:6]([CH2:26][CH2:27][C:28]([F:29])([F:30])[F:31])[C:5]=1[OH:32])(=[O:3])[CH3:2]. Procedure: 1.0 g of Raney nickel is added to a solution of 3.7 g of 3-[3-(4-acetyl-3-hydroxy-2-(3,3,3-trifluoropropyl)-phenoxy)-propoxy]-4-chloro-6-methyl-nitrobenzene in 40 ml of tetrahydrofuran and the starting substance is hydrogenated at room temperature. The catalyst is filtered off and washed with tetrahydrofuran. The filtrate is evaporated to dryness under reduced pressure and the residue is crystallised from ether/petroleum ether. 3-{3-[4-Acetyl-3-hydroxy-2-(3,3,3-trifluoropropyl)-phenoxy]-propoxy}... The reactants are C1(=CC=CC=C1)N1C=NC2=C(C1=O)SC=C2C2=CC=CC=C2 (3,7-Diphenylthieno[3,2-d]pyrimidin-4(3H)-one), NC1=C(SC=C1C1=CC=CC=C1)C(=O)OC (methyl 3-amino-4-phenylthiophene-2-carboxylate), C(OCC)(OCC)OCC (triethyl orthoformate), CN1CCC(CC1)N (1-methylpiperidin-4-amine). The solvent is C(C)(=O)O (acetic acid). The product is CN1CCC(CC1)N1C=NC2=C(C1=O)SC=C2C2=CC=CC=C2 (3-(1-Methylpiperidin-4-yl)-7-phenylthieno[3,2-d]pyrimidin-4(3H)-one). The yield is 33.8%. As a reaction SMILES: [C:1]1([N:7]2[C:12](=[O:13])[C:11]3[S:14][CH:15]=[C:16]([C:17]4[CH:22]=[CH:21][CH:20]=[CH:19][CH:18]=4)[C:10]=3[N:9]=[CH:8]2)[CH:6]=[CH:5]C=[CH:3][CH:2]=1.[NH2:23][C:24]1C(C2C=CC=CC=2)=CSC=1C(OC)=O.C(OCC)(OCC)OCC.CN1CCC(N)CC1>C(O)(=O)C>[CH3:24][N:23]1[CH2:3][CH2:2][CH:1]([N:7]2[C:12](=[O:13])[C:11]3[S:14][CH:15]=[C:16]([C:17]4[CH:22]=[CH:21][CH:20]=[CH:19][CH:18]=4)[C:10]=3[N:9]=[CH:8]2)[CH2:6][CH2:5]1. Reported procedure: In the same manner as the synthesis of Compound 1, methyl 3-amino-4-phenylthiophene-2-carboxylate (100 mg, 0.43 mmol), triethyl orthoformate (1.0 ml), 1-methylpiperidin-4-amine (0.124 ml, 0.99 mmol), and acetic acid (0.1 ml) were used to give 47.3 mg (0.15 mmol, 33.8% yield) of the title compound. Starting materials: [H-].[Na+] (sodium hydride), C(C1=CC=CC=C1)O (benzyl alcohol), BrC1=NC(=CC=C1)Br (2,6-dibromopyridine). The solvent is CN(C=O)C (N,N-dimethylformamide). Product: BrC1=NC(=CC=C1)OCC1=CC=CC=C1 (2-bromo-6-benzyloxypyridine). Reaction SMILES: [CH2:1]([OH:8])[C:2]1[CH:7]=[CH:6][CH:5]=[CH:4][CH:3]=1.[H-].[Na+].[Br:11][C:12]1[CH:17]=[CH:16][CH:15]=[C:14](Br)[N:13]=1>CN(C)C=O>[Br:11][C:12]1[CH:17]=[CH:16][CH:15]=[C:14]([O:8][CH2:1][C:2]2[CH:7]=[CH:6][CH:5]=[CH:4][CH:3]=2)[N:13]=1 |f:1.2|. Procedure details: 2.9 ml benzyl alcohol was dissolved in 10 ml N,N-dimethylformamide and 0.7 g sodium hydride (purity 95%) was slowly added. After gas evolution has ceased, 6 g 2,6-dibromopyridine was added and the mixture heated to reflux for 3 hours. After cooling, the reaction mixture was filtered through a silica gel column using hexane/ethyl acetate 1/1. The solvent was removed in vacuo and the crude product purified by flash silica gel column chromatography. The title compound was obtained as a colourless o... The reactants are [F-].C(CCC)[N+](CCCC)(CCCC)CCCC (tetrabutylammonium fluoride), C(C)(C)(C)C(C=1C(=NC(=C(C1C1=CC=C(C=C1)F)COC)C(C)C)C1CC1)O[SiH](C)C (3-(tert.-Butyldimethylsilyloxymethyl)-2-cyclopropyl-4-(4-fluorophenyl)-6-isopropyl-5-methoxymethyl-pyridine), C(O)([O-])=O.[Na+] (sodium hydrogen carbonate). Solvent: O1CCCC1 (tetrahydrofuran). Reaction conditions: time 8 hour. Product: C1(CC1)C1=NC(=C(C(=C1CO)C1=CC=C(C=C1)F)COC)C(C)C (2-Cyclopropyl-4-(4-fluorophenyl)-3-hydroxymethyl-6-isopropyl-5-methoxymethyl-pyridine). Reaction SMILES: C([CH:5]([O:28][SiH](C)C)[C:6]1[C:7]([CH:25]2[CH2:27][CH2:26]2)=[N:8][C:9]([CH:22]([CH3:24])[CH3:23])=[C:10]([CH2:19][O:20][CH3:21])[C:11]=1[C:12]1[CH:17]=[CH:16][C:15]([F:18])=[CH:14][CH:13]=1)(C)(C)C.[F-].C([N+](CCCC)(CCCC)CCCC)CCC.C(=O)([O-])O.[Na+]>O1CCCC1>[CH:25]1([C:7]2[C:6]([CH2:5][OH:28])=[C:11]([C:12]3[CH:17]=[CH:16][C:15]([F:18])=[CH:14][CH:13]=3)[C:10]([CH2:19][O:20][CH3:21])=[C:9]([CH:22]([CH3:24])[CH3:23])[N:8]=2)[CH2:26][CH2:27]1 |f:1.2,3.4|. Reported procedure: 5.7 g (12.8 mmol) of the crude product from Example 148 are dissolved in absolute tetrahydrofuran. After addition of 12.8 ml of tetrabutylammonium fluoride solution (1M in THF) the mixture is stirred overnight at room temperature. 50 ml of saturated sodium hydrogen carbonate solution are then added and the mixture is extracted several times with methylene chloride. The combined organic phases are dried with sodium sulphate, concentrated and chromatographed over silica gel (eluent: petroleum ethe...